Dataset: the Open Reaction Database (ORD), a public repository of structured organic reaction records. Task: describe an organic reaction: reactants, conditions, products, and yield The reactants are CC(C)(C)OC(=O)N1CCN(c2cnc(-c3nc(C4(c5ccc(-c6cnc(N)nc6)nc5)CCC4)no3)cn2)CC1, CC(=O)Cl, CO, N. Yields the product Nc1ncc(-c2ccc(C3(c4noc(-c5cnc(N6CCNCC6)cn5)n4)CCC3)cn2)cn1. Reaction SMILES: [C:5]([O:6][C:7](=[O:8])[N:12]1[CH2:13][CH2:14][N:15]([c:18]2[n:19][cH:20][c:21](-[c:24]3[n:25][c:26]([C:29]4([c:33]5[cH:34][n:35][c:36](-[c:39]6[cH:40][n:41][c:42]([NH2:45])[n:43][cH:44]6)[cH:37][cH:38]5)[CH2:30][CH2:31][CH2:32]4)[n:27][o:28]3)[n:22][cH:23]2)[CH2:16][CH2:17]1)([CH3:9])([CH3:10])[CH3:11].[CH3:1][C:2](=[O:3])[Cl:4].[CH3:47][OH:48].[NH3:46]>>[NH:12]1[CH2:13][CH2:14][N:15]([c:18]2[n:19][cH:20][c:21](-[c:24]3[n:25][c:26]([C:29]4([c:33]5[cH:34][n:35][c:36](-[c:39]6[cH:40][n:41][c:42]([NH2:45])[n:43][cH:44]6)[cH:37][cH:38]5)[CH2:30][CH2:31][CH2:32]4)[n:27][o:28]3)[n:22][cH:23]2)[CH2:16][CH2:17]1. The reactants are C(C)(C)(C)OC(=O)N1C(N(C(=C1C#N)C1=CN(C2=CC=CC=C12)C)C1=CNC2=CC=CC=C12)=O (3-(tert-Butoxycarbonyl)-4-cyano-5-(1-methyl-3-indolyl)-1-(3-indolyl)-2,3-dihydroimidazol-2-one), C(=O)([O-])[O-].[K+].[K+] (K2CO3), BrCCCN1C(C=2C(C1=O)=CC=CC2)=O (N-(3-bromopropyl)-phthalimide). The solvent is CN(C)C=O (DMF). Conditions: time 8 hour. The product is C(C)(C)(C)OC(=O)N1C(N(C(=C1C#N)C1=CN(C2=CC=CC=C12)C)C1=CN(C2=CC=CC=C12)CCCN1C(C2=CC=CC=C2C1=O)=O)=O (3-(tert-Butoxycarbonyl)-4-cyano-5-(1-methyl-3-indolyl)-1-{1-[3-(1,3-dioxo-1,3-dihydroisoindol-2-yl)-propyl]-3-indolyl}-2,3-dihydroimidazol-2-one). Yield: 84.7%. As a reaction SMILES: [C:1]([O:5][C:6]([N:8]1[C:12]([C:13]#[N:14])=[C:11]([C:15]2[C:23]3[C:18](=[CH:19][CH:20]=[CH:21][CH:22]=3)[N:17]([CH3:24])[CH:16]=2)[N:10]([C:25]2[C:33]3[C:28](=[CH:29][CH:30]=[CH:31][CH:32]=3)[NH:27][CH:26]=2)[C:9]1=[O:34])=[O:7])([CH3:4])([CH3:3])[CH3:2].C([O-])([O-])=O.[K+].[K+].Br[CH2:42][CH2:43][CH2:44][N:45]1[C:49](=[O:50])[C:48]2=[CH:51][CH:52]=[CH:53][CH:54]=[C:47]2[C:46]1=[O:55]>CN(C=O)C>[C:1]([O:5][C:6]([N:8]1[C:12]([C:13]#[N:14])=[C:11]([C:15]2[C:23]3[C:18](=[CH:19][CH:20]=[CH:21][CH:22]=3)[N:17]([CH3:24])[CH:16]=2)[N:10]([C:25]2[C:33]3[C:28](=[CH:29][CH:30]=[CH:31][CH:32]=3)[N:27]([CH2:42][CH2:43][CH2:44][N:45]3[C:49](=[O:50])[C:48]4[C:47](=[CH:54][CH:53]=[CH:52][CH:51]=4)[C:46]3=[O:55])[CH:26]=2)[C:9]1=[O:34])=[O:7])([CH3:4])([CH3:2])[CH3:3] |f:1.2.3|. Reported procedure: To a suspension of 0.12 g (0.28 mmol) of the product from step c) and 0.15 g (1.1 mmol) of K2CO3 in dry 5 ml of DMF was added 0.083 g (0.30 mmol) of N-(3-bromopropyl)-phthalimide. The mixture was stirred at room temperature overnight and then partitioned between water and ethyl acetate. The aqueous phase was extracted with ethyl acetate and the combined organic phases were washed with water, brine, dried over Na2SO4 and evaporated. Chromatography on SiO2 (heptan-ethyl acetate) gave the title com... The reactants are C(C1=CC=CC=C1)OC=1C=C2C=CC(=CC2=CC1)OCC(CCC=1C=NC=CC1)O ((±)-α-(6-(Benzyloxy)-2-naphthyloxymethyl)-3-pyridinepropanol). The reagents and catalysts are [Pd] (palladium on carbon). Run in C(C)O (ethanol). Yields the product OC=1C=C2C=CC(=CC2=CC1)OCC(CCC=1C=NC=CC1)O (α-(6-Hydroxy-2-naphthyloxymethyl)-3-pyridinepropanol). The yield is 78.9%. Reaction SMILES: C([O:8][C:9]1[CH:10]=[C:11]2[C:16](=[CH:17][CH:18]=1)[CH:15]=[C:14]([O:19][CH2:20][CH:21]([OH:30])[CH2:22][CH2:23][C:24]1[CH:25]=[N:26][CH:27]=[CH:28][CH:29]=1)[CH:13]=[CH:12]2)C1C=CC=CC=1>C(O)C.[Pd]>[OH:8][C:9]1[CH:10]=[C:11]2[C:16](=[CH:17][CH:18]=1)[CH:15]=[C:14]([O:19][CH2:20][CH:21]([OH:30])[CH2:22][CH2:23][C:24]1[CH:25]=[N:26][CH:27]=[CH:28][CH:29]=1)[CH:13]=[CH:12]2. Procedure: Solid α-(6-(benzyloxy)-2-naphthyloxymethyl)-3-pyridinepropanol (0.90 g; from Example 29 above) was dissolved in dry ethanol (20 ml) and hydrogenated for 2 hours at 5 atmospheres pressure using palladium on carbon (10%, 1 spatula end) as catalyst. The reaction was filtered through Celite and the residue washed with ethanol. The combined filtrate and washings were concentrated under reduced pressure and the residue obtained purified by column chromatography over silica eluting with dichloromethane...